describe an organic reaction: reactants, conditions, products, and yield From a dataset of the Open Reaction Database (ORD), a public repository of structured organic reaction records. Reactants: CC=1NC=C(N1)C#CC1=CC(=CC=C1)C(F)(F)F (2-methyl-4-(3-trifluoromethyl-phenylethynyl)-1H-imidazole), FC=1C=NC=C(C1)F (3,5-difluoro-pyridine). Product: FC=1C=NC=C(C1)N1C(=NC(=C1)C#CC1=CC(=CC=C1)C(F)(F)F)C (3-Fluoro-5-[2-methyl-4-(3-trifluoromethyl-phenylethynyl)-imidazol-1-yl]-pyridine). As a reaction SMILES: [CH3:1][C:2]1[NH:3][CH:4]=[C:5]([C:7]#[C:8][C:9]2[CH:14]=[CH:13][CH:12]=[C:11]([C:15]([F:18])([F:17])[F:16])[CH:10]=2)[N:6]=1.[F:19][C:20]1[CH:21]=[N:22][CH:23]=[C:24](F)[CH:25]=1>>[F:19][C:20]1[CH:21]=[N:22][CH:23]=[C:24]([N:3]2[CH:4]=[C:5]([C:7]#[C:8][C:9]3[CH:14]=[CH:13][CH:12]=[C:11]([C:15]([F:18])([F:16])[F:17])[CH:10]=3)[N:6]=[C:2]2[CH3:1])[CH:25]=1. Procedure details: The title compound, MS: m/e=346.3 (M+), was prepared in accordance with the general method of example 1 from 2-methyl-4-(3-trifluoromethyl-phenylethynyl)-1H-imidazole and 3,5-difluoro-pyridine. The reactants are BrC1=NN2C(S1)=NC=C2I (2-bromo-5-iodoimidazo[2,1-b][1,3,4]thiadiazole), N1=C(C=CC(=C1)B1OC(C)(C)C(C)(C)O1)C (2-picoline-5-boronic acid pinacol ester), C(=O)([O-])[O-].[Na+].[Na+] (Na2CO3). Reagents/catalysts: Cl[Pd]([P](C1=CC=CC=C1)(C2=CC=CC=C2)C3=CC=CC=C3)([P](C4=CC=CC=C4)(C5=CC=CC=C5)C6=CC=CC=C6)Cl (PdCl2(PPh3)2). Run in O1CCOCC1 (dioxane). Conditions: temperature 110 celsius. The product is IC1=CN=C2SC(=NN21)C=2C=NC(=CC2)C (5-Iodo-2-(6-methyl-pyridin-3-yl)-imidazo[2,1-b][1,3,4]thiadiazole). RXN SMILES: Br[C:2]1[S:6][C:5]2=[N:7][CH:8]=[C:9]([I:10])[N:4]2[N:3]=1.[N:11]1[CH:16]=[C:15](B2OC(C)(C)C(C)(C)O2)[CH:14]=[CH:13][C:12]=1[CH3:26].C([O-])([O-])=O.[Na+].[Na+]>O1CCOCC1.Cl[Pd](Cl)([P](C1C=CC=CC=1)(C1C=CC=CC=1)C1C=CC=CC=1)[P](C1C=CC=CC=1)(C1C=CC=CC=1)C1C=CC=CC=1>[I:10][C:9]1[N:4]2[C:5]([S:6][C:2]([C:15]3[CH:16]=[N:11][C:12]([CH3:26])=[CH:13][CH:14]=3)=[N:3]2)=[N:7][CH:8]=1 |f:2.3.4,^1:41,60|. Reported procedure: A mixture of 2-bromo-5-iodoimidazo[2,1-b][1,3,4]thiadiazole (169 mg, 0.512 mmol, 1 eq), 2-picoline-5-boronic acid pinacol ester (137 mg, 0.614 mmol, 1.2 eq), PdCl2(PPh3)2 (73 mg, 0.102 mmol, 0.2 eq) and 2M aq Na2CO3 (1.5 mL) in dioxane (7 mL) was heated at 110° C. for 2 h. The solvent was removed under reduced pressure, redissolved in dichloromethane and washed with water. The organic layer was dried over Na2SO4 and concentrated. The residue (226. mg) was used in the next step of the synthesis w... Reactants: C=CCc1ccc(OC)cc1, COC(C)(C)C, C[O-], B1C2CCCC1CCC2, CC(C)c1cccc(C(C)C)c1-n1cc[n+](-c2c(C(C)C)cccc2C(C)C)c1, [Cl-], Cc1ccccc1-c1cc(I)ncc1C(=O)N(C)Cc1cc(C(F)(F)F)cc(C(F)(F)F)c1, [K+], CC(=O)[O-], CC(=O)[O-], C1CCOC1, [Pd+2]. Yields the product COc1ccc(CCCc2cc(-c3ccccc3C)c(C(=O)N(C)Cc3cc(C(F)(F)F)cc(C(F)(F)F)c3)cn2)cc1. As a reaction SMILES: [CH2:1]([CH:2]=[CH2:3])[c:4]1[cH:5][cH:6][c:7]([O:10][CH3:11])[cH:8][cH:9]1.[CH3:101][O:102][C:103]([CH3:104])([CH3:105])[CH3:106].[CH3:21][O-:22].[CH:12]12[CH2:13][CH2:14][CH2:15][CH:16]([BH:17]1)[CH2:18][CH2:19][CH2:20]2.[CH:58]([c:59]1[cH:60][cH:61][cH:62][c:63]([CH:64]([CH3:65])[CH3:66])[c:67]1-[n+:68]1[cH:69][cH:70][n:71](-[c:72]2[c:73]([CH:74]([CH3:75])[CH3:76])[cH:77][cH:78][cH:79][c:80]2[CH:81]([CH3:82])[CH3:83])[cH:84]1)([CH3:85])[CH3:86].[Cl-:57].[F:24][C:25]([c:26]1[cH:27][c:28]([CH2:29][N:30]([C:31]([c:32]2[cH:33][n:34][c:35]([I:45])[cH:36][c:37]2-[c:38]2[c:39]([CH3:44])[cH:40][cH:41][cH:42][cH:43]2)=[O:46])[CH3:47])[cH:48][c:49]([C:51]([F:52])([F:53])[F:54])[cH:50]1)([F:55])[F:56].[K+:23].[O-:93][C:94]([CH3:95])=[O:96].[O-:97][C:98]([CH3:99])=[O:100].[O:87]1[CH2:88][CH2:89][CH2:90][CH2:91]1.[Pd+2:92]>>[CH2:1]([CH2:2][CH2:3][c:35]1[n:34][cH:33][c:32]([C:31]([N:30]([CH2:29][c:28]2[cH:27][c:26]([C:25]([F:24])([F:55])[F:56])[cH:50][c:49]([C:51]([F:52])([F:53])[F:54])[cH:48]2)[CH3:47])=[O:46])[c:37](-[c:38]2[c:39]([CH3:44])[cH:40][cH:41][cH:42][cH:43]2)[cH:36]1)[c:4]1[cH:5][cH:6][c:7]([O:10][CH3:11])[cH:8][cH:9]1. Reactants: CCn1cc(C(=O)O)c(=O)c2cc(F)c(F)cc21, c1ccncc1, c1cc(C2CNCCN2)co1. The product is CCn1cc(C(=O)O)c(=O)c2cc(F)c(N3CCNC(c4ccoc4)C3)cc21. Reaction SMILES: [CH2:12]([CH3:13])[n:14]1[cH:15][c:16]([C:27](=[O:28])[OH:29])[c:17](=[O:26])[c:18]2[cH:19][c:20]([F:25])[c:21]([F:24])[cH:22][c:23]12.[cH:30]1[cH:31][cH:32][n:33][cH:34][cH:35]1.[o:1]1[cH:2][c:3]([CH:6]2[CH2:7][NH:8][CH2:9][CH2:10][NH:11]2)[cH:4][cH:5]1>>[o:1]1[cH:2][c:3]([CH:6]2[CH2:7][N:8]([c:21]3[c:20]([F:25])[cH:19][c:18]4[c:17](=[O:26])[c:16]([C:27](=[O:28])[OH:29])[cH:15][n:14]([CH2:12][CH3:13])[c:23]4[cH:22]3)[CH2:9][CH2:10][NH:11]2)[cH:4][cH:5]1.